Dataset: the Open Reaction Database (ORD), a public repository of structured organic reaction records. Task: describe an organic reaction: reactants, conditions, products, and yield The reactants are BrC1(C(NC=2N=CN=C(C21)Cl)=O)Br (5,5-Dibromo-4-chloro-5,7-dihydro-6H-pyrrolo[2,3-d]pyrimidin-6-one). Reagents/catalysts: [Zn] (Zinc). Run in C1CCOC1 (THF), [Cl-].[NH4+] (ammonium chloride). Reaction conditions: time 3 hour. Yields the product ClC=1C2=C(N=CN1)NC(C2)=O (4-Chloro-5,7-dihydro-6H-pyrrolo[2,3-d]pyrimidin-6-one). Reaction SMILES: Br[C:2]1(Br)[C:10]2[C:9]([Cl:11])=[N:8][CH:7]=[N:6][C:5]=2[NH:4][C:3]1=[O:12]>C1COCC1.[Cl-].[NH4+].[Zn]>[Cl:11][C:9]1[C:10]2[CH2:2][C:3](=[O:12])[NH:4][C:5]=2[N:6]=[CH:7][N:8]=1 |f:2.3|. Procedure: Zinc (6.05 g, 92.56 mmol) was added to a solution of 5,5-dibromo-4-chloro-5,7-dihydro-6H-pyrrolo[2,3-d]pyrimidin-6-one from Step A (3.03 g, 9.26 mmol) in THF (20 mL) and saturated aqueous ammonium chloride (5 mL). After 3 h, the reaction mixture was concentrated in vacuo and purified by HPLC using a reversed phase C18 column and eluting with a gradient of H2O:CH3CN:CF3CO2H—90:10:0.1 to 5:95:0.1. Lyophilization provided the title compound. MS: m/z=170 (M+1). Starting materials: C(C)(C)N1N=C(C=CC1=O)CC(C1=CC=CC=C1)=O (2-isopropyl-6-(2-oxo-2-phenylethyl)-3(2H)-pyridazinone), S(=O)(=O)(Cl)Cl (sulfurylchloride), O (Water), CCOC(=O)C (EtOAc). Solvent: C(Cl)Cl (CH2Cl2). Reaction conditions: time 5 hour. Product: ClC(C(C1=CC=CC=C1)=O)C=1C=CC(N(N1)C(C)C)=O (6-(1-chloro-2-oxo-2-phenylethyl)-2-isopropyl-3(2H)-pyridazinone). Reaction SMILES: [CH:1]([N:4]1[C:9](=[O:10])[CH:8]=[CH:7][C:6]([CH2:11][C:12](=[O:19])[C:13]2[CH:18]=[CH:17][CH:16]=[CH:15][CH:14]=2)=[N:5]1)([CH3:3])[CH3:2].S(Cl)([Cl:23])(=O)=O.O.CCOC(C)=O>C(Cl)Cl>[Cl:23][CH:11]([C:6]1[CH:7]=[CH:8][C:9](=[O:10])[N:4]([CH:1]([CH3:3])[CH3:2])[N:5]=1)[C:12](=[O:19])[C:13]1[CH:14]=[CH:15][CH:16]=[CH:17][CH:18]=1. Procedure: A mixture of 2-isopropyl-6-(2-oxo-2-phenylethyl)-3(2H)-pyridazinone (100 g) and sulfurylchloride (32.9 ml) in CH2Cl2 (200 ml) was refluxed with stirring for 5 hours. Water and EtOAc were added to the reaction mixture. The organic layer was separated, and dried over MgSO4. The solvent was removed in vacuo. The residue was purified by silica gel column chromatography eluted with a mixture of n-hexane and EtOAc. The fractions were concentrated in vacuo to obtain 6-(1-chloro-2-oxo-2-phenylethyl)-2-i... Reactants: solution, C(CCC)[Li] (butyl lithium), C1(=CC=CC=C1)CC(=O)O (phenylacetic acid), BrCCCl (1-bromo-2-chloroethane), Cl (hydrochloric acid). The solvent is CCCCCC (hexane), C1CCOC1 (THF), C(C)(=O)OCC (Ethyl acetate). Conditions: temperature -78 celsius, time 20 minute. Product: ClCCC(C(=O)O)C1=CC=CC=C1 (4-chloro-2-phenylbutyric acid). Reaction SMILES: C([Li])CCC.[C:6]1([CH2:12][C:13]([OH:15])=[O:14])[CH:11]=[CH:10][CH:9]=[CH:8][CH:7]=1.Br[CH2:17][CH2:18][Cl:19].Cl>CCCCCC.C1COCC1.C(OCC)(=O)C>[Cl:19][CH2:18][CH2:17][CH:12]([C:6]1[CH:11]=[CH:10][CH:9]=[CH:8][CH:7]=1)[C:13]([OH:15])=[O:14]. Procedure: A 2.64 M solution of butyl lithium in hexane (28 mL) was added to a solution of phenylacetic acid (5.07 g) in THF (150 mL) in a nitrogen atmosphere at −78° C., and the reaction solution was stirred at −78° C. for 20 minutes. The reaction solution was further stirred at 0° C. for one hour. Then, 1-bromo-2-chloroethane (3.1 mL) was added at 0° C., and the reaction solution was stirred at room temperature for 14 hours. Ethyl acetate and 1 N hydrochloric acid were added to the reaction solution, and... The reactants are BrC=1C(=C(C(=NC1)N)[N+](=O)[O-])N1CCN(CC1)CC(C)C (5-bromo-4-(4-isobutylpiperazin-1-yl)-3-nitropyridin-2-amine), CN(C1=CC=C(C=O)C=C1)C (4-dimethylaminobenzaldehyde), [O-]S(=O)S(=O)[O-].[Na+].[Na+] (Na2S2O4). Solvent: C(C)O (ethanol). Conditions: temperature 70 celsius. Product: BrC=1C(=C2C(=NC1)NC(=N2)C2=CC=C(N(C)C)C=C2)N2CCN(CC2)CC(C)C (4-(6-Bromo-7-(4-isobutylpiperazin-1-yl)-3H-imidazo[4,5-b]pyridin-2-yl)-N,N-dimethylaniline). Reaction SMILES: [Br:1][C:2]1[C:3]([N:12]2[CH2:17][CH2:16][N:15]([CH2:18][CH:19]([CH3:21])[CH3:20])[CH2:14][CH2:13]2)=[C:4]([N+:9]([O-])=O)[C:5]([NH2:8])=[N:6][CH:7]=1.[CH3:22][N:23]([CH3:32])[C:24]1[CH:31]=[CH:30][C:27]([CH:28]=O)=[CH:26][CH:25]=1.[O-]S(S([O-])=O)=O.[Na+].[Na+]>C(O)C>[Br:1][C:2]1[C:3]([N:12]2[CH2:17][CH2:16][N:15]([CH2:18][CH:19]([CH3:21])[CH3:20])[CH2:14][CH2:13]2)=[C:4]2[N:9]=[C:28]([C:27]3[CH:30]=[CH:31][C:24]([N:23]([CH3:32])[CH3:22])=[CH:25][CH:26]=3)[NH:8][C:5]2=[N:6][CH:7]=1 |f:2.3.4|. Procedure: To a mixture of 5-bromo-4-(4-isobutylpiperazin-1-yl)-3-nitropyridin-2-amine (0.039 g, 0.11 mmol), ethanol (4 ml), and 4-dimethylaminobenzaldehyde (0.021 g, 0.14 mmol) was added a freshly prepared aqueous solution of Na2S2O4 (1M; 0.44 ml, 0.44 mmol). The reaction mixture was heated at 70° C. for 5 h, then allowed to cool to room temperature and the solvents were removed in vacuo. The residue was absorbed on silica gel and the free running powder was placed on a 10 g isolute silica column which wa... The reactants are CN=C=O, FC(F)(F)c1cccc(OC2(c3ccccc3)CCNCC2)c1, c1ccccc1. Product: CNC(=O)N1CCC(Oc2cccc(C(F)(F)F)c2)(c2ccccc2)CC1. As a reaction SMILES: [CH3:24][N:25]=[C:26]=[O:27].[c:1]1([C:7]2([O:13][c:14]3[cH:15][c:16]([C:20]([F:21])([F:22])[F:23])[cH:17][cH:18][cH:19]3)[CH2:8][CH2:9][NH:10][CH2:11][CH2:12]2)[cH:2][cH:3][cH:4][cH:5][cH:6]1.[cH:28]1[cH:29][cH:30][cH:31][cH:32][cH:33]1>>[c:1]1([C:7]2([O:13][c:14]3[cH:15][c:16]([C:20]([F:21])([F:22])[F:23])[cH:17][cH:18][cH:19]3)[CH2:8][CH2:9][N:10]([C:26]([NH:25][CH3:24])=[O:27])[CH2:11][CH2:12]2)[cH:2][cH:3][cH:4][cH:5][cH:6]1. The reactants are O=C(CBr)c1ccc(OC(F)(F)F)cc1, CS(=O)(=O)c1ccc(-n2ncc3c(OC4CCNCC4)ncnc32)c(F)c1, [K+], [K+], O=C([O-])[O-], CN(C)C=O. Product: CS(=O)(=O)c1ccc(-n2ncc3c(OC4CCN(CC(=O)c5ccc(OC(F)(F)F)cc5)CC4)ncnc32)c(F)c1. As a reaction SMILES: [Br:34][CH2:35][C:36](=[O:37])[c:38]1[cH:39][cH:40][c:41]([O:44][C:45]([F:46])([F:47])[F:48])[cH:42][cH:43]1.[F:1][c:2]1[c:3](-[n:12]2[n:13][cH:14][c:15]3[c:16]2[n:17][cH:18][n:19][c:20]3[O:21][CH:22]2[CH2:23][CH2:24][NH:25][CH2:26][CH2:27]2)[cH:4][cH:5][c:6]([S:8](=[O:9])(=[O:10])[CH3:11])[cH:7]1.[K+:28].[K+:29].[O-:30][C:31]([O-:32])=[O:33].[O:49]=[CH:50][N:51]([CH3:52])[CH3:53]>>[F:1][c:2]1[c:3](-[n:12]2[n:13][cH:14][c:15]3[c:16]2[n:17][cH:18][n:19][c:20]3[O:21][CH:22]2[CH2:23][CH2:24][N:25]([CH2:35][C:36](=[O:37])[c:38]3[cH:39][cH:40][c:41]([O:44][C:45]([F:46])([F:47])[F:48])[cH:42][cH:43]3)[CH2:26][CH2:27]2)[cH:4][cH:5][c:6]([S:8](=[O:9])(=[O:10])[CH3:11])[cH:7]1.